From a dataset of the Open Reaction Database (ORD), a public repository of structured organic reaction records. describe an organic reaction: reactants, conditions, products, and yield Starting materials: CC1=CC(=NC(=C1)C=1SC2=C(C(N1)=O)C=CC=C2)CCC(=O)OC(C)(C)C (tert-Butyl 3-[4-methyl-6-(4-oxo-4H-1,3-benzothiazin-2-yl)-2-pyridyl]propanoate). Solvent: FC(C(=O)O)(F)F (trifluoroacetic acid). Run at temperature 0 celsius, time 2 hour. Product: CC1=CC(=NC(=C1)C=1SC2=C(C(N1)=O)C=CC=C2)CCC(=O)O (3-[4-Methyl-6-(4-oxo-4H-1,3-benzothiazin-2-yl)-2-pyridyl]propionic acid). Isolated yield 91.9%. As a reaction SMILES: [CH3:1][C:2]1[CH:7]=[C:6]([C:8]2[S:9][C:10]3[CH:18]=[CH:17][CH:16]=[CH:15][C:11]=3[C:12](=[O:14])[N:13]=2)[N:5]=[C:4]([CH2:19][CH2:20][C:21]([O:23]C(C)(C)C)=[O:22])[CH:3]=1>FC(F)(F)C(O)=O>[CH3:1][C:2]1[CH:7]=[C:6]([C:8]2[S:9][C:10]3[CH:18]=[CH:17][CH:16]=[CH:15][C:11]=3[C:12](=[O:14])[N:13]=2)[N:5]=[C:4]([CH2:19][CH2:20][C:21]([OH:23])=[O:22])[CH:3]=1. Procedure: tert-Butyl 3-[4-methyl-6-(4-oxo-4H-1,3-benzothiazin-2-yl)-2-pyridyl]propanoate (0.44 g, 1.1 mmol) was dissolved in trifluoroacetic acid (5 ml), and the mixture was stirred at 0° C. for 2 hrs. The solvent was evaporated, and the residue was recrystallized from diisopropyl ether-methanol to give the titled compound (0.33 g, 87%) as white crystals. Reactants: CN1C(C=CC(=C1)B1OC(C(O1)(C)C)(C)C)=O (1-Methyl-5-(4,4,5,5-tetramethyl-1,3,2-dioxaborolan-2-yl)pyridin-2(1H)-one), C([O-])([O-])=O.[Na+].[Na+] (sodium carbonate), BrC1=CC=2N(C=C1)C(=CN2)C(=O)NC2=C1C(=NN(C1=CC=C2)CC2=NC(=CC=C2)C)C (7-Bromo-N-(3-methyl-1-((6-methylpyridin-2-yl)methyl)-1H-indazol-4-yl)imidazo[1,2-a]pyridine-3-carboxamide). Reagents/catalysts: C1=CC=C(C=C1)P([C-]2C=CC=C2)C3=CC=CC=C3.C1=CC=C(C=C1)P([C-]2C=CC=C2)C3=CC=CC=C3.Cl[Pd]Cl.[Fe+2] (PdCl2(dppf)). The solvent is C(OC)COC.CN(C=O)C (dimethoxyethane dimethylformamide). Conditions: temperature 90 celsius. Product: CC1=NN(C2=CC=CC(=C12)NC(=O)C1=CN=C2N1C=CC(=C2)C2=CN(C(C=C2)=O)C)CC2=NC(=CC=C2)C (N-(3-methyl-1-((6-methylpyridin-2-yl)methyl)-1H-indazol-4-yl)-7-(1-methyl-6-oxo-1,6-dihydropyridin-3-yl)imidazo[1,2-a]pyridine-3-carboxamide). The yield is 51.3%. Reaction SMILES: Br[C:2]1[CH:7]=[CH:6][N:5]2[C:8]([C:11]([NH:13][C:14]3[CH:22]=[CH:21][CH:20]=[C:19]4[C:15]=3[C:16]([CH3:31])=[N:17][N:18]4[CH2:23][C:24]3[CH:29]=[CH:28][CH:27]=[C:26]([CH3:30])[N:25]=3)=[O:12])=[CH:9][N:10]=[C:4]2[CH:3]=1.[CH3:32][N:33]1[CH:38]=[C:37](B2OC(C)(C)C(C)(C)O2)[CH:36]=[CH:35][C:34]1=[O:48].C(=O)([O-])[O-].[Na+].[Na+]>C(COC)OC.CN(C)C=O.C1C=CC(P(C2C=CC=CC=2)[C-]2C=CC=C2)=CC=1.C1C=CC(P(C2C=CC=CC=2)[C-]2C=CC=C2)=CC=1.Cl[Pd]Cl.[Fe+2]>[CH3:31][C:16]1[C:15]2[C:19](=[CH:20][CH:21]=[CH:22][C:14]=2[NH:13][C:11]([C:8]2[N:5]3[CH:6]=[CH:7][C:2]([C:37]4[CH:36]=[CH:35][C:34](=[O:48])[N:33]([CH3:32])[CH:38]=4)=[CH:3][C:4]3=[N:10][CH:9]=2)=[O:12])[N:18]([CH2:23][C:24]2[CH:29]=[CH:28][CH:27]=[C:26]([CH3:30])[N:25]=2)[N:17]=1 |f:2.3.4,5.6,7.8.9.10|. Procedure details: 7-Bromo-N-(3-methyl-1-((6-methylpyridin-2-yl)methyl)-1H-indazol-4-yl)imidazo[1,2-a]pyridine-3-carboxamide (0.05 g, 0.12 mmol) was dissolved in dimethoxyethane:dimethylformamide (1:1, 0.8 mL) in a 2 dram vial, and 1-Methyl-5-(4,4,5,5-tetramethyl-1,3,2-dioxaborolan-2-yl)pyridin-2(1H)-one (0.04 g, 0.17 mmol), PdCl2(dppf)*dcm (0.005 g, 0.006 mmol), and 2 M sodium carbonate (0.17 mL, 0.34 mmol) were added. Nitrogen was bubbled through the reaction mixture for 5 minutes before capping the vial and hea... Reactants: N1(CCNCC1)C(=O)N1CCCCC1 (piperazin-1-ylpiperidin-1-ylmethanone), CSC1=NC=2CCCCC2C(N1)=O (2-Methylsulfanyl-5,6,7,8-tetrahydro-3H-quinazolin-4-one), N1(CCNCC1)C(=O)N1CCCCC1 (piperazin-1-ylpiperidin-1-ylmethanone). Solvent: C(CC(C)C)O (isoamyl alcohol), C(C)#N (acetonitrile), C(CC(C)C)O (isoamyl alcohol). Product: N1(CCCCC1)C(=O)N1CCN(CC1)C1=NC=2CCCCC2C(N1)=O (2-[4-(Piperidine-1-carbonyl)piperazin-1-yl]-5,6,7,8-tetrahydro-3H-quinazolin-4-one). RXN SMILES: CS[C:3]1[NH:12][C:11](=[O:13])[C:10]2[CH2:9][CH2:8][CH2:7][CH2:6][C:5]=2[N:4]=1.[N:14]1([C:20]([N:22]2[CH2:27][CH2:26][CH2:25][CH2:24][CH2:23]2)=[O:21])[CH2:19][CH2:18][NH:17][CH2:16][CH2:15]1>C(O)CC(C)C.C(#N)C>[N:22]1([C:20]([N:14]2[CH2:15][CH2:16][N:17]([C:3]3[NH:12][C:11](=[O:13])[C:10]4[CH2:9][CH2:8][CH2:7][CH2:6][C:5]=4[N:4]=3)[CH2:18][CH2:19]2)=[O:21])[CH2:23][CH2:24][CH2:25][CH2:26][CH2:27]1. Reported procedure: 2-Methylsulfanyl-5,6,7,8-tetrahydro-3H-quinazolin-4-one (100 mg; 0.51 mmol) and piperazin-1-ylpiperidin-1-ylmethanone (100.5 mg; 0.51 mmol) are reacted in isoamyl alcohol (1 ml) in accordance with the procedure for Example 1. After a reaction time of 4 h, piperazin-1-ylpiperidin-1-ylmethanone (50.3 mg; 0.26 mmol) and isoamyl alcohol (0.5 ml) are again added, and the mixture is again irradiated in the microwave for 4 h. The crystals obtained after conventional work-up are dissolved in acetonitril... Reactants: ClC1=NC(=CC(N1C)=NC1=C(C=C(C=C1C)C)C)C1=CC(=C(C=C1)OC)OC (2-chloro-3,4-dihydro-6-(3,4-dimethoxyphenyl)-3-methyl-4-(2,4,6-trimethylphenylimino)pyrimidine), N1CCC=CC1 (1,2,3,6-tetrahydropyridine). Solvent: C(C)O (ethanol). Yields the product COC=1C=C(C=CC1OC)C1=CC(N(C(=N1)N1CCC=CC1)C)=NC1=C(C=C(C=C1C)C)C (3,4-dihydro-6-(3,4-dimethoxyphenyl)-3-methyl-2-(1,2,3,6-tetrahydropyridin-1-yl)-4-(2,4,6-trimethylphenylimino)pyrimidine). As a reaction SMILES: Cl[C:2]1[N:7]([CH3:8])[C:6](=[N:9][C:10]2[C:15]([CH3:16])=[CH:14][C:13]([CH3:17])=[CH:12][C:11]=2[CH3:18])[CH:5]=[C:4]([C:19]2[CH:24]=[CH:23][C:22]([O:25][CH3:26])=[C:21]([O:27][CH3:28])[CH:20]=2)[N:3]=1.[NH:29]1[CH2:34][CH:33]=[CH:32][CH2:31][CH2:30]1>C(O)C>[CH3:28][O:27][C:21]1[CH:20]=[C:19]([C:4]2[N:3]=[C:2]([N:29]3[CH2:30][CH:31]=[CH:32][CH2:33][CH2:34]3)[N:7]([CH3:8])[C:6](=[N:9][C:10]3[C:15]([CH3:16])=[CH:14][C:13]([CH3:17])=[CH:12][C:11]=3[CH3:18])[CH:5]=2)[CH:24]=[CH:23][C:22]=1[O:25][CH3:26]. Reported procedure: To a suspension of 2-chloro-3,4-dihydro-6-(3,4-dimethoxyphenyl)-3-methyl-4-(2,4,6-trimethylphenylimino)pyrimidine (2.08 g) in ethanol (20 ml) was added 1,2,3,6-tetrahydropyridine (1.38 ml), and refluxed for 1.5 hours. The resulting precipitates were collected, dissolved in chloroform, washed with aqueous sodium bicarbonate solution, and dried over magnesium sulfate. After evaporated, the residue was triturated with diisopropyl ether to give 3,4-dihydro-6-(3,4-dimethoxyphenyl)-3-methyl-2-(1,2,3,6... The reactants are I.COC=1C=CC=C2C(NC(=NC12)SC)C (8-methoxy-4-methyl-2-methylsulfanyl-3,4-dihydro-quinazoline hydroiodide), N (ammonia). The solvent is C(C)N(CC)CC (triethylamine), CC#N (CH3CN), C(C)#N (acetonitrile). Run at temperature 80 celsius. Product: COC=1C=CC=C2C(NC(=NC12)N)C (8-Methoxy-4-methyl-3,4-dihydro-quinazolin-2-ylamine). Yield: 46.0%. Reaction SMILES: I.[CH3:2][O:3][C:4]1[CH:5]=[CH:6][CH:7]=[C:8]2[C:13]=1[N:12]=[C:11](SC)[NH:10][CH:9]2[CH3:16].[NH3:17]>C(#N)C.C(N(CC)CC)C>[CH3:2][O:3][C:4]1[CH:5]=[CH:6][CH:7]=[C:8]2[C:13]=1[N:12]=[C:11]([NH2:17])[NH:10][CH:9]2[CH3:16] |f:0.1|. Procedure details: A solution of 8-methoxy-4-methyl-2-methylsulfanyl-3,4-dihydro-quinazoline hydroiodide (610 mg, 1.7 mmol) in a mixture of acetonitrile (6 ml) and aqueous ammonia (25%, 1.2 ml) was heated in a sealed tube on a shaker for 48 h at 80° C. The title compound (158 mg, 46%, MS: m/e=192.1 [M+H+]) was isolated from the reaction mixture by preparative, reverse-phase HPLC (YMC CombiPrep C18 column 50×20 mm, solvent gradient 1-99% CH3CN in 0.05% triethylamine (aq) over 5.0 min, λ=230 nm, flow rate 40 ml/min)... The reactants are O=C(n1ccnc1)n1ccnc1, ClCCl, CN(CCCCCCCN)CCC(c1ccc(F)cc1)c1ccccn1, N=C(N)Nc1nc(CSCCN)cs1. Product: CN(CCCCCCCNC(=O)NCCSCc1csc(NC(=N)N)n1)CCC(c1ccc(F)cc1)c1ccccn1. Reaction SMILES: [C:27](=[O:28])([n:29]1[cH:30][cH:31][n:32][cH:33]1)[n:34]1[cH:35][cH:36][n:37][cH:38]1.[CH2:53]([Cl:54])[Cl:55].[F:1][c:2]1[cH:3][cH:4][c:5]([CH:8]([CH2:9][CH2:10][N:11]([CH2:12][CH2:13][CH2:14][CH2:15][CH2:16][CH2:17][CH2:18][NH2:19])[CH3:20])[c:21]2[n:22][cH:23][cH:24][cH:25][cH:26]2)[cH:6][cH:7]1.[NH:39]([C:40](=[NH:41])[NH2:42])[c:43]1[s:44][cH:45][c:46]([CH2:48][S:49][CH2:50][CH2:51][NH2:52])[n:47]1>>[F:1][c:2]1[cH:3][cH:4][c:5]([CH:8]([CH2:9][CH2:10][N:11]([CH2:12][CH2:13][CH2:14][CH2:15][CH2:16][CH2:17][CH2:18][NH:19][C:27](=[O:28])[NH:52][CH2:51][CH2:50][S:49][CH2:48][c:46]2[cH:45][s:44][c:43]([NH:39][C:40](=[NH:41])[NH2:42])[n:47]2)[CH3:20])[c:21]2[n:22][cH:23][cH:24][cH:25][cH:26]2)[cH:6][cH:7]1. The reactants are CC(C)(C)[O-], CC(C)OP(=O)(CBr)OC(C)C, [Li+], CN(C)C=O, COc1c(C)c2c(c(OCC[Si](C)(C)C)c1CCO)C(=O)OC2. The product is COc1c(C)c2c(c(OCC[Si](C)(C)C)c1CCOCP(=O)(OC(C)C)OC(C)C)C(=O)OC2. Reaction SMILES: [CH3:36][C:37]([CH3:38])([O-:39])[CH3:40].[CH:24]([CH3:25])([CH3:26])[O:27][P:28]([O:29][CH:30]([CH3:31])[CH3:32])(=[O:33])[CH2:34][Br:35].[Li+:41].[O:42]=[CH:43][N:44]([CH3:45])[CH3:46].[OH:1][CH2:2][CH2:3][c:4]1[c:5]([O:22][CH3:23])[c:6]([CH3:21])[c:7]2[c:11]([c:12]1[O:13][CH2:14][CH2:15][Si:16]([CH3:17])([CH3:18])[CH3:19])[C:10](=[O:20])[O:9][CH2:8]2>>[O:1]([CH2:2][CH2:3][c:4]1[c:5]([O:22][CH3:23])[c:6]([CH3:21])[c:7]2[c:11]([c:12]1[O:13][CH2:14][CH2:15][Si:16]([CH3:17])([CH3:18])[CH3:19])[C:10](=[O:20])[O:9][CH2:8]2)[CH2:34][P:28]([O:27][CH:24]([CH3:25])[CH3:26])([O:29][CH:30]([CH3:31])[CH3:32])=[O:33].